This data is from the Open Reaction Database (ORD), a public repository of structured organic reaction records. The task is: describe an organic reaction: reactants, conditions, products, and yield The reactants are BrBr (bromine), ClC1=CC2=C(NC(=NS2(=O)=O)SC)C=C1 (7-chloro-3-methylsulfanyl-4H-1,2,4-benzothiadiazine 1,1-dioxide), C(O)([O-])=O.[Na+] (sodium hydrogen carbonate), Cl (HCl), [OH-].[Na+] (NaOH). Reaction conditions: time 10 minute. The product is ClC1=CC2=C(NC(=NS2(=O)=O)S(=O)C)C=C1 (7-Chloro-3-methylsulfinyl-4H-1,2,4-benzothiadiazine 1,1-dioxide). Reaction SMILES: [Cl:1][C:2]1[CH:15]=[CH:14][C:5]2[NH:6][C:7]([S:12][CH3:13])=[N:8][S:9](=[O:11])(=[O:10])[C:4]=2[CH:3]=1.C(=O)([O-])[OH:17].[Na+].[OH-].[Na+].BrBr.Cl>>[Cl:1][C:2]1[CH:15]=[CH:14][C:5]2[NH:6][C:7]([S:12]([CH3:13])=[O:17])=[N:8][S:9](=[O:11])(=[O:10])[C:4]=2[CH:3]=1 |f:1.2,3.4|. Procedure details: A suspension of 7-chloro-3-methylsulfanyl-4H-1,2,4-benzothiadiazine 1,1-dioxide (0.5 g) in an aqueous solution of sodium hydrogen carbonate (0.22 g/25 mL) was supplemented dropwise with 2M NaOH until complete dissolution. Liquid bromine (0.1 mL) was added under stirring at room temperature. After 10 min., the resulting suspension was adjusted to pH 2-3 with 6N HCl and the insoluble material was collected by filtration and washed with water. The white precipitate was suspended in methanol (20 mL)... Starting materials: COC1=NC=CC(=C1)B(O)O (2-methoxypyridin-4-ylboronic acid), ClC1=NC=2N3C(CNC2C=N1)COCC3 (2-chloro-5,6,6a,7,9,10-hexahydro-[1,4]oxazino[3,4-h]pteridine). Reagents/catalysts: C1=CC=C(C=C1)P([C-]2C=CC=C2)C3=CC=CC=C3.C1=CC=C(C=C1)P([C-]2C=CC=C2)C3=CC=CC=C3.Cl[Pd]Cl.[Fe+2] (PdCl2(dppf)). Run in O1CCOCC1 (dioxane), C(=O)(O)[O-].[Na+] (NaHCO3). The product is COC1=NC=CC(=C1)C1=NC=2N3C(CNC2C=N1)COCC3 (2-(2-methoxypyridin-4-yl)-5,6,6a,7,9,10-hexahydro-[1,4]oxazino[3,4-h]pteridine). As a reaction SMILES: [CH3:1][O:2][C:3]1[CH:8]=[C:7](B(O)O)[CH:6]=[CH:5][N:4]=1.Cl[C:13]1[N:22]=[CH:21][C:20]2[NH:19][CH2:18][CH:17]3[CH2:23][O:24][CH2:25][CH2:26][N:16]3[C:15]=2[N:14]=1>O1CCOCC1.C([O-])(O)=O.[Na+].C1C=CC(P(C2C=CC=CC=2)[C-]2C=CC=C2)=CC=1.C1C=CC(P(C2C=CC=CC=2)[C-]2C=CC=C2)=CC=1.Cl[Pd]Cl.[Fe+2]>[CH3:1][O:2][C:3]1[CH:8]=[C:7]([C:13]2[N:22]=[CH:21][C:20]3[NH:19][CH2:18][CH:17]4[CH2:23][O:24][CH2:25][CH2:26][N:16]4[C:15]=3[N:14]=2)[CH:6]=[CH:5][N:4]=1 |f:3.4,5.6.7.8|. Procedure: The title compound was prepared in a manner similar to EXAMPLE 1 using 2-methoxypyridin-4-ylboronic acid (270 mg, 1.765 mmol), 2-chloro-5,6,6a,7,9,10-hexahydro-[1,4]oxazino[3,4-h]pteridine (PREPARATION x2, 200 mg, 0.882 mmol), and PdCl2(dppf) (51.7 mg, 0.071 mmol) in dioxane (5 mL) and aqueous saturated NaHCO3 (1 mL). 1H NMR (400 MHz, DMSO-d6) δ 3.01-3.23 (m, 7H), 3.89 (m, 3H), 3.92-3.97 (m, 1H), 3.99-4.06 (m, 1H), 4.53-4.62 (m, 1H), 7.47 (d, J=0.76 Hz, 1H), 7.62 (s, 1H), 7.68 (dd, J=5.31, 1.52 ... Reactants: ClC=1C=C2C(=C(C(=NC2=CC1)C)C)N1CC(C2=CC=C(C=C12)I)(C)C (6-chloro-4-(6-iodo-3,3-dimethylindolin-1-yl)-2,3-dimethylquinoline), CC1(OB(OC1(C)C)C=1C=NNC1)C (4-(4,4,5,5-tetramethyl-1,3,2-dioxaborolan-2-yl)-1H-pyrazole). Product: ClC=1C=C2C(=C(C(=NC2=CC1)C)C)N1CC(C2=CC=C(C=C12)C=1C=NNC1)(C)C (6-chloro-4-(3,3-dimethyl-6-(1H-pyrazol-4-yl)-2,3-dihydro-1H-indol-1-yl)-2,3-dimethylquinoline). RXN SMILES: [Cl:1][C:2]1[CH:3]=[C:4]2[C:9](=[CH:10][CH:11]=1)[N:8]=[C:7]([CH3:12])[C:6]([CH3:13])=[C:5]2[N:14]1[C:22]2[C:17](=[CH:18][CH:19]=[C:20](I)[CH:21]=2)[C:16]([CH3:25])([CH3:24])[CH2:15]1.CC1(C)C(C)(C)OB([C:34]2[CH:35]=[N:36][NH:37][CH:38]=2)O1>>[Cl:1][C:2]1[CH:3]=[C:4]2[C:9](=[CH:10][CH:11]=1)[N:8]=[C:7]([CH3:12])[C:6]([CH3:13])=[C:5]2[N:14]1[C:22]2[C:17](=[CH:18][CH:19]=[C:20]([C:34]3[CH:35]=[N:36][NH:37][CH:38]=3)[CH:21]=2)[C:16]([CH3:25])([CH3:24])[CH2:15]1. Reported procedure: Prepared according to procedure W using 6-chloro-4-(6-iodo-3,3-dimethylindolin-1-yl)-2,3-dimethylquinoline (0.15 g, 0.32 mmol) and 4-(4,4,5,5-tetramethyl-1,3,2-dioxaborolan-2-yl)-1H-pyrazole (0.084 g, 0.432 mmol) to give 6-chloro-4-(3,3-dimethyl-6-(1H-pyrazol-4-yl)-2,3-dihydro-1H-indol-1-yl)-2,3-dimethylquinoline as a yellow solid: 1H NMR (500 MHz, DMSO-d6) δ ppm 12.73 (1H, br. s.), 8.01 (1H, d, J=9.0 Hz), 7.91 (1H, br. s.), 7.75 (1H, d, J=2.4 Hz), 7.62-7.71 (2H, m), 7.19 (1H, d, J=7.6 Hz), 6.94... Reactants: C(C(C)C)(=O)OC (methyl isobutyrate), C(CCC)[Li] (n-butyl lithium), hexanes, C(C)(C)NC(C)C (Diisopropylamine), C1(=CC=CC=C1)CCCCC=O (5-phenylpentanal), [NH4+].[Cl-] (NH4Cl). Solvent: C1CCOC1 (THF), C(C)(=O)O (Acetic acid), C1CCOC1 (THF), C1CCOC1 (THF). Conditions: temperature -78 celsius, time 40 minute. The product is OC(C(C(=O)OC)(C)C)CCCCC1=CC=CC=C1 (methyl 3-hydroxy-2,2-dimethyl-7-phenylheptanoate). The yield is 99.0%. Reaction SMILES: C(NC(C)C)(C)C.C([Li])CCC.[C:13]([O:18][CH3:19])(=[O:17])[CH:14]([CH3:16])[CH3:15].[C:20]1([CH2:26][CH2:27][CH2:28][CH2:29][CH:30]=[O:31])[CH:25]=[CH:24][CH:23]=[CH:22][CH:21]=1.[NH4+].[Cl-]>C1COCC1.C(O)(=O)C>[OH:31][CH:30]([CH2:29][CH2:28][CH2:27][CH2:26][C:20]1[CH:25]=[CH:24][CH:23]=[CH:22][CH:21]=1)[C:14]([CH3:16])([CH3:15])[C:13]([O:18][CH3:19])=[O:17] |f:4.5|. Reported procedure: Diisopropylamine (7.2 mL, 52 mmol) is dissolved in THF (85 mL), cooled to -78° C. and n-butyl lithium in hexanes (23 mL, 52 mmol) is added slowly. The reaction is allowed to warm to -30° C. over 15 minutes and is then recooled to -78° C. A solution of methyl isobutyrate (6 mL, 52 mmol) in THF (15 mL) is added dropwise over 20 minutes and then stirred an additional 40 minutes. Next solution of 5-phenylpentanal (7 g, 43 mmol) in THF (10 mL) is added dropwise over 10 minutes and the reaction is sti... The reactants are FC(S(=O)(=O)OC1=C(C(=CC=C1C)C)[Si](C)(C)C)(F)F (3,6-dimethyl-2-(trimethylsilyl)phenyl trifluoromethanesulfonate), [F-].[Cs+] (Cesium Fluoride), C1(=CC=CC=C1)P(OCC)OCC (Diethyl phenylphosphonite), C(C)#N (Acetonitrile). The solvent is Pet Ether, CCOC(=O)C (EtOAc). The product is CC1=C(C=C(C=C1)C)P(OCC)(=O)C1=CC=CC=C1 (Ethyl (2,5-dimethylphenyl)(phenyl)phosphinate). Reaction SMILES: FC(F)(F)S(O[C:7]1[C:12]([CH3:13])=[CH:11][CH:10]=[C:9]([CH3:14])[C:8]=1[Si](C)(C)C)(=O)=O.[F-].[Cs+].[C:23]1([P:29]([O:33]CC)[O:30][CH2:31][CH3:32])[CH:28]=[CH:27][CH:26]=[CH:25][CH:24]=1.C(#N)C>CCOC(C)=O>[CH3:14][C:9]1[CH:10]=[CH:11][C:12]([CH3:13])=[CH:7][C:8]=1[P:29]([C:23]1[CH:28]=[CH:27][CH:26]=[CH:25][CH:24]=1)(=[O:33])[O:30][CH2:31][CH3:32] |f:1.2|. Procedure details: 3,6-dimethyl-2-(trimethylsilyl)phenyl trifluoromethanesulfonate (25 mg, 0.077 mmol), Cesium Fluoride (64 mg, 0.421 mmol), Diethyl phenylphosphonite (60 mg, 0.306 mmol), Acetonitrile (1 ml): Reaction Time: 32 h; Rf: 0.4 (1:1 EtOAc:Pet Ether); Thick oil; 13.0 mg, 62%; 1H NMR (400 MHz, CDCl3, TMS) δ 7.81-7.70 (m, 3H), 7.52-7.40 (m, 3H), 7.23 (d, J=7.8 Hz, 1H), 7.12-7.05 (m, 1H), 4.11 (apparent quint, J=7.0 Hz, 2H), 2.36 (s, 3H), 2.33 (s, 3H), 1.38 (t, J=7.0 Hz, 3H); 13C NMR (100 MHz, CDCl3, TMS) δ ... Reactants: NC1=C(C=C(C=C1)C1=NN(C2=NC=NC(=C21)N)[C@@H]2CC[C@H](CC2)N2CCN(CC2)C)OC (trans-3-(4-amino-3-methoxyphenyl)-1-[4-(4-methylpiperazino)cyclohexyl]-1H-pyrazolo[3,4-d]pyrimidin-4-amine), CN(C1=CC=C(C(=O)Cl)C=C1)C (4-(dimethylamino)benzoylchloride), C(\C=C/C(=O)O)(=O)O (maleic acid). Run in CCOC(=O)C (EtOAc), N1=CC=CC=C1 (pyridine). Run at time 8 hour. The product is NC1=C2C(=NC=N1)N(N=C2C2=CC(=C(C=C2)NC(C2=CC=C(C=C2)N(C)C)=O)OC)[C@@H]2CC[C@H](CC2)N2CCN(CC2)C (trans-N1-(4-{4-amino-1-[4-(4-methylpiperazino)cyclohexyl]-1H-pyrazolo[3,4-d]pyrimidin-3-yl}-2-methoxyphenyl)-4-(dimethylamino)benzamide). The yield is 47.7%. As a reaction SMILES: [NH2:1][C:2]1[CH:7]=[CH:6][C:5]([C:8]2[C:16]3[C:11](=[N:12][CH:13]=[N:14][C:15]=3[NH2:17])[N:10]([C@H:18]3[CH2:23][CH2:22][C@H:21]([N:24]4[CH2:29][CH2:28][N:27]([CH3:30])[CH2:26][CH2:25]4)[CH2:20][CH2:19]3)[N:9]=2)=[CH:4][C:3]=1[O:31][CH3:32].[CH3:33][N:34]([CH3:44])[C:35]1[CH:43]=[CH:42][C:38]([C:39](Cl)=[O:40])=[CH:37][CH:36]=1.C(O)(=O)/C=C\C(O)=O>N1C=CC=CC=1.CCOC(C)=O>[NH2:17][C:15]1[N:14]=[CH:13][N:12]=[C:11]2[N:10]([C@H:18]3[CH2:23][CH2:22][C@H:21]([N:24]4[CH2:25][CH2:26][N:27]([CH3:30])[CH2:28][CH2:29]4)[CH2:20][CH2:19]3)[N:9]=[C:8]([C:5]3[CH:6]=[CH:7][C:2]([NH:1][C:39](=[O:40])[C:38]4[CH:37]=[CH:36][C:35]([N:34]([CH3:33])[CH3:44])=[CH:43][CH:42]=4)=[C:3]([O:31][CH3:32])[CH:4]=3)[C:16]=12. Procedure details: To a solution of trans-3-(4-amino-3-methoxyphenyl)-1-[4-(4-methylpiperazino)cyclohexyl]-1H-pyrazolo[3,4-d]pyrimidin-4-amine (500 mg, 1.15 mmol) in pyridine (5 ml) was added 4-(dimethylamino)benzoylchloride (420 mg, 2.28 mol) dropwise. The solution was stirred overnight, the solvent evaporated and the residue partitioned between dichloromethane and 2N NaOH solution. The aqueous layer was extracted with dichloromethane (×3). The organics were dried, filtered and evaporated to leave a solid which w... Reactants: C(C)OC([C@H](CC1=CC=C(C=C1)OCCCBr)OC)=O ((2S)-3-[4-(3-bromo-propoxy)-phenyl]-2-methoxy-propionic acid ethyl ester), COC(C1=CC(=CC=C1)O)=O (3-hydroxy-benzoic acid methyl ester), CO[C@H](C(=O)O)CC1=CC=C(C=C1)OCCCOC1=CC=CC=C1 ((2S)-2-methoxy-3-[4-(3-phenoxy-propoxy)-phenyl]-propionic acid). The product is C(=O)(O)[C@H](CC1=CC=C(OCCCOC=2C=C(C(=O)O)C=CC2)C=C1)OC ((2S)-3-{3-[4-(2-carboxy-2-methoxy-ethyl)-phenoxy]-propoxy}-benzoic acid). Reaction SMILES: C([O:3][C:4](=[O:20])[C@@H:5]([O:18][CH3:19])[CH2:6][C:7]1[CH:12]=[CH:11][C:10]([O:13][CH2:14][CH2:15][CH2:16]Br)=[CH:9][CH:8]=1)C.C[O:22][C:23](=[O:31])[C:24]1[CH:29]=[CH:28][CH:27]=[C:26]([OH:30])[CH:25]=1.CO[C@@H](CC1C=CC(OCCCOC2C=CC=CC=2)=CC=1)C(O)=O>>[C:4]([C@@H:5]([O:18][CH3:19])[CH2:6][C:7]1[CH:8]=[CH:9][C:10]([O:13][CH2:14][CH2:15][CH2:16][O:30][C:26]2[CH:25]=[C:24]([CH:29]=[CH:28][CH:27]=2)[C:23]([OH:31])=[O:22])=[CH:11][CH:12]=1)([OH:3])=[O:20]. Reported procedure: The title compound was prepared from (2S)-3-[4-(3-bromo-propoxy)-phenyl]-2-methoxy-propionic acid ethyl ester (Example 284, Step 2) and 3-hydroxy-benzoic acid methyl ester via the same procedure used for the preparation of (2S)-2-methoxy-3-[4-(3-phenoxy-propoxy)-phenyl]-propionic acid (Example 285, Step 1), to produce a colorless oil. Reactants: N1CCOCCOCCOCCOCC1 (1-aza-4,7,10,13-tetraoxacyclopentadecane), C12(CC3CC(CC(C1)C3)C2)C(=O)Cl (1-adamantylcarbonyl chloride). Yields the product C12(CC3CC(CC(C1)C3)C2)C(=O)N2CCOCCOCCOCCOCC2 (1-(1-Adamantylcarbonyl)-1-aza-4,7,10,13-tetraoxacyclopentadecane). Reaction SMILES: [NH:1]1[CH2:15][CH2:14][O:13][CH2:12][CH2:11][O:10][CH2:9][CH2:8][O:7][CH2:6][CH2:5][O:4][CH2:3][CH2:2]1.[C:16]12([C:26](Cl)=[O:27])[CH2:25][CH:20]3[CH2:21][CH:22]([CH2:24][CH:18]([CH2:19]3)[CH2:17]1)[CH2:23]2>>[C:16]12([C:26]([N:1]3[CH2:15][CH2:14][O:13][CH2:12][CH2:11][O:10][CH2:9][CH2:8][O:7][CH2:6][CH2:5][O:4][CH2:3][CH2:2]3)=[O:27])[CH2:23][CH:22]3[CH2:21][CH:20]([CH2:19][CH:18]([CH2:24]3)[CH2:17]1)[CH2:25]2. Reported procedure: Analogously to Example 14 from 1-aza-4,7,10,13-tetraoxacyclopentadecane and 1-adamantylcarbonyl chloride. Reactants: [OH-].[Na+] (sodium hydroxide), ClC1=C(C(=CC(=C1OC)CN1CCC(CC1)N1C(C=2C=C(C(=NC2CC1)CC)C(=O)OC)=O)C1CC1)C1=C(C=C(C=C1)F)F (methyl 6-(1-((2-chloro-6-cyclopropyl-2′,4′-difluoro-3-methoxybiphenyl-4-yl)methyl)piperidin-4-yl)-2-ethyl-5-oxo-5,6,7,8-tetrahydro-1,6-naphthyridine-3-carboxylate). Run in C(C)O (ethanol). Run at temperature 80 celsius, time 1 hour. The product is ClC1=C(C(=CC(=C1OC)CN1CCC(CC1)N1C(C=2C=C(C(=NC2CC1)CC)C(=O)O)=O)C1CC1)C1=C(C=C(C=C1)F)F (6-(1-((2-Chloro-6-cyclopropyl-2′,4′-difluoro-3-methoxybiphenyl-4-yl)methyl)piperidin-4-yl)-2-ethyl-5-oxo-5,6,7,8-tetrahydro-1,6-naphthyridine-3-carboxylic acid). The yield is 81.9%. RXN SMILES: [OH-].[Na+].[Cl:3][C:4]1[C:9]([O:10][CH3:11])=[C:8]([CH2:12][N:13]2[CH2:18][CH2:17][CH:16]([N:19]3[CH2:28][CH2:27][C:26]4[N:25]=[C:24]([CH2:29][CH3:30])[C:23]([C:31]([O:33]C)=[O:32])=[CH:22][C:21]=4[C:20]3=[O:35])[CH2:15][CH2:14]2)[CH:7]=[C:6]([CH:36]2[CH2:38][CH2:37]2)[C:5]=1[C:39]1[CH:44]=[CH:43][C:42]([F:45])=[CH:41][C:40]=1[F:46]>C(O)C>[Cl:3][C:4]1[C:9]([O:10][CH3:11])=[C:8]([CH2:12][N:13]2[CH2:14][CH2:15][CH:16]([N:19]3[CH2:28][CH2:27][C:26]4[N:25]=[C:24]([CH2:29][CH3:30])[C:23]([C:31]([OH:33])=[O:32])=[CH:22][C:21]=4[C:20]3=[O:35])[CH2:17][CH2:18]2)[CH:7]=[C:6]([CH:36]2[CH2:37][CH2:38]2)[C:5]=1[C:39]1[CH:44]=[CH:43][C:42]([F:45])=[CH:41][C:40]=1[F:46] |f:0.1|. Procedure: A 2 M aqueous sodium hydroxide solution (1.5 mL) was added at room temperature to an ethanol (8 mL) solution of methyl 6-(1-((2-chloro-6-cyclopropyl-2′,4′-difluoro-3-methoxybiphenyl-4-yl)methyl)piperidin-4-yl)-2-ethyl-5-oxo-5,6,7,8-tetrahydro-1,6-naphthyridine-3-carboxylate (301 mg), and the mixture was stirred at 80° C. for 1 hour in a nitrogen atmosphere. Then, the solvent was distilled off under reduced pressure. Water was added to the obtained residue, and the mixture was neutralized with 2 ...